Task: describe an organic reaction: reactants, conditions, products, and yield. Dataset: the Open Reaction Database (ORD), a public repository of structured organic reaction records Reactants: COC(CBr)OC, CCO, CC[O-], COc1ccc(S)cc1, [Na+]. Product: COc1ccc(SCC(OC)OC)cc1. As a reaction SMILES: [Br:14][CH2:15][CH:16]([O:17][CH3:18])[O:19][CH3:20].[CH3:21][CH2:22][OH:23].[CH3:2][CH2:3][O-:4].[CH3:5][O:6][c:7]1[cH:8][cH:9][c:10]([SH:13])[cH:11][cH:12]1.[Na+:1]>>[CH3:5][O:6][c:7]1[cH:8][cH:9][c:10]([S:13][CH2:15][CH:16]([O:17][CH3:18])[O:19][CH3:20])[cH:11][cH:12]1. The reactants are [H-].[Na+] (sodium hydride), CN(C=O)C (dimethylformamide), CC1=NNC=C1 (3-methylpyrazole), [H][H] (hydrogen), ClC1=NC(=CC=C1C(=O)N1CC=2N(CC3=C1C=CC=C3)C=CC2)Cl ((2,6-dichloropyridin-3-yl)(5H,11H-pyrrolo[2,1-c][1,4]benzodiazepin-10-yl)-methanone). The solvent is oil, [Cl-].[Na+].O (brine). Run at temperature 110 celsius. The product is ClC1=NC(=CC=C1C(=O)N1CC=2N(CC3=C1C=CC=C3)C=CC2)N2N=CC(=C2)C ([2-Chloro-6-(4-methylpyrazol-1-yl)-pyridin-3-yl](5H,11H-pyrrolo[2,1-c][1,4]benzodiazepin-10-yl)-methanone). As a reaction SMILES: [H-].[Na+].C[C:4]1[CH:8]=[CH:7][NH:6][N:5]=1.[H][H].[Cl:11][C:12]1[C:17]([C:18]([N:20]2[C:26]3[CH:27]=[CH:28][CH:29]=[CH:30][C:25]=3[CH2:24][N:23]3[CH:31]=[CH:32][CH:33]=[C:22]3[CH2:21]2)=[O:19])=[CH:16][CH:15]=[C:14](Cl)[N:13]=1.[CH3:35]N(C)C=O>[Cl-].[Na+].O>[Cl:11][C:12]1[C:17]([C:18]([N:20]2[C:26]3[CH:27]=[CH:28][CH:29]=[CH:30][C:25]=3[CH2:24][N:23]3[CH:31]=[CH:32][CH:33]=[C:22]3[CH2:21]2)=[O:19])=[CH:16][CH:15]=[C:14]([N:5]2[CH:4]=[C:8]([CH3:35])[CH:7]=[N:6]2)[N:13]=1 |f:0.1,6.7.8|. Reported procedure: To a suspension of 60% sodium hydride in oil (0.1 g) in dimethylformamide (25 ml) was added dropwise 3-methylpyrazole (0.45 g). After hydrogen gas evolution ceased, (2,6-dichloropyridin-3-yl)(5H,11H-pyrrolo[2,1-c][1,4]benzodiazepin-10-yl)-methanone, (1.79 g) was added and the reaction mixture was heated in a sand bath at 110° C. for 18 hours. The mixture was poured onto ice, diluted with brine, and extracted with dichloromethane. The combined extracts were dried over anhydrous sodium sulfate and... Reactants: C1(CC(C2=CC=CC=C12)=O)=O (1,3-indandione), aldehyde, 2B-ethanol, [H][H] (hydrogen), [BH4-].[Na+] (sodium borohydride). Reagents/catalysts: [Pd] (Pd on charcoal). Product: OC1CC(C2=CC=CC=C12)=O (3-Hydroxy-1-Indanone). Isolated yield 95.0%. As a reaction SMILES: [C:1]1(=[O:11])[C:9]2[C:4](=[CH:5][CH:6]=[CH:7][CH:8]=2)[C:3](=[O:10])[CH2:2]1.[H][H].[BH4-].[Na+]>[Pd]>[OH:11][CH:1]1[C:9]2[C:4](=[CH:5][CH:6]=[CH:7][CH:8]=2)[C:3](=[O:10])[CH2:2]1 |f:2.3|. Procedure details: A mixture of 73.25 g. (0.5 mole) of 1,3-indandione, 10.0 g. of 10% Pd on charcoal and 800 ml. of 2B-ethanol was added on the 1 liter flask of a Brown Hydrogenator, and hydrogen equivalent to 125 ml. of 1M sodium borohydride solution was added at room temperature and atmospheric pressure (0.5 mole H2). The solution was filtered through a bed of Celite Filter Aid, and the bed washed with ethanol. The ethanol solution was concentrated, and from the concentrate, a small amount of white solid separat... The product is N1CC(C1)N1CCN(CC1)C(CC)=O (1-Azetidin-3-yl-4-propionylpiperazine). As a reaction SMILES: C1(C(C2C=CC=CC=2)[N:8]2[CH2:11][CH:10]([N:12]3[CH2:17][CH2:16][N:15]([C:18](=[O:21])[CH2:19][CH3:20])[CH2:14][CH2:13]3)[CH2:9]2)C=CC=CC=1>C(O)C.C(O)(=O)C.[OH-].[OH-].[Pd+2]>[NH:8]1[CH2:9][CH:10]([N:12]2[CH2:17][CH2:16][N:15]([C:18](=[O:21])[CH2:19][CH3:20])[CH2:14][CH2:13]2)[CH2:11]1 |f:3.4.5|. Conditions: time 23 hour. Reagents/catalysts: [OH-].[OH-].[Pd+2] (palladium hydroxide on carbon). The yield is 111.7%. Procedure: 1-[1-(diphenylmethyl)azetidin-3-yl]-4-propionylpiperazine (0.22 g, 0.59 mmol) was dissolved in a mixture of ethanol (9 mL) and acetic acid (0.2 mL) and to the resultant solution was added palladium hydroxide on carbon (83 mg). The mixture was stirred under hydrogen (5 bar) at RT for 23 h and then the catalyst was filtered off by means of a phase separator column then washing with ethanol. The solvent was removed by evaporation and the residue was dissolved in methanol (1 mL). The solution was fi... The solvent is C(C)O (ethanol), C(C)(=O)O (acetic acid), resultant solution. Starting materials: C1(=CC=CC=C1)C(N1CC(C1)N1CCN(CC1)C(CC)=O)C1=CC=CC=C1 (1-[1-(diphenylmethyl)azetidin-3-yl]-4-propionylpiperazine).